From a dataset of the Open Reaction Database (ORD), a public repository of structured organic reaction records. describe an organic reaction: reactants, conditions, products, and yield Reactants: C(C1=CC=CC=C1)(=O)C1=CC2=C(N=CS2=O)C=C1 (6-benzoyl benzothiazolinone), C(CCCC)(=O)C1=CC2=C(N=CS2=O)C=C1 (6-Valerylbenzothiazolinone). Yields the product OC(CCCC)C1=CC2=C(N=CS2=O)C=C1 (6-[1-Hydroxypentyl]Benzothiazolinone). As a reaction SMILES: [C:1]([C:9]1[CH:18]=[CH:17][C:12]2[N:13]=[CH:14][S:15](=[O:16])[C:11]=2[CH:10]=1)(=[O:8])[C:2]1C=C[CH:5]=[CH:4][CH:3]=1.C(C1C=CC2N=CS(=O)C=2C=1)(=O)CCCC>>[OH:8][CH:1]([C:9]1[CH:18]=[CH:17][C:12]2[N:13]=[CH:14][S:15](=[O:16])[C:11]=2[CH:10]=1)[CH2:2][CH2:3][CH2:4][CH3:5]. Reported procedure: The procedure is as in Example 28, but replacing the 6-benzoyl benzothiazolinone by the 6-valerylbenzothiazolinone obtained in Example 9. The agitation is maintained for 48 hours.